Dataset: the Open Reaction Database (ORD), a public repository of structured organic reaction records. Task: describe an organic reaction: reactants, conditions, products, and yield The reactants are [BH4-], ClCCl, CCO, CCOC(=O)CC(=O)C(C)Oc1ccc(Oc2ccc(C(F)(F)F)cn2)cc1, [Na+], O. As a reaction SMILES: [BH4-:29].[CH2:32]([Cl:33])[Cl:34].[CH3:35][CH2:36][OH:37].[F:1][C:2]([c:3]1[cH:4][cH:5][c:6]([O:9][c:10]2[cH:11][cH:12][c:13]([O:14][CH:15]([C:16]([CH2:17][C:18](=[O:19])[O:20][CH2:21][CH3:22])=[O:23])[CH3:24])[cH:25][cH:26]2)[n:7][cH:8]1)([F:27])[F:28].[Na+:30].[OH2:31]>>[F:1][C:2]([c:3]1[cH:4][cH:5][c:6]([O:9][c:10]2[cH:11][cH:12][c:13]([O:14][CH:15]([CH:16]([CH2:17][C:18](=[O:19])[O:20][CH2:21][CH3:22])[OH:23])[CH3:24])[cH:25][cH:26]2)[n:7][cH:8]1)([F:27])[F:28]. Yields the product CCOC(=O)CC(O)C(C)Oc1ccc(Oc2ccc(C(F)(F)F)cn2)cc1. The reactants are OC1=C(C=C(C(=O)O)C=C1)[N+](=O)[O-] (4-hydroxy-3-nitrobenzoic acid), C(C)(=O)OC(C)=O (acetic anhydride). Solvent: N1=CC=CC=C1 (pyridine). Reaction conditions: time 65 hour. Product: C(C)(=O)OC1=C(C=C(C(=O)O)C=C1)[N+](=O)[O-] (4-(Acetyloxy)-3-nitrobenzoic acid). As a reaction SMILES: [OH:1][C:2]1[CH:10]=[CH:9][C:5]([C:6]([OH:8])=[O:7])=[CH:4][C:3]=1[N+:11]([O-:13])=[O:12].[C:14](OC(=O)C)(=[O:16])[CH3:15]>N1C=CC=CC=1>[C:14]([O:1][C:2]1[CH:10]=[CH:9][C:5]([C:6]([OH:8])=[O:7])=[CH:4][C:3]=1[N+:11]([O-:13])=[O:12])(=[O:16])[CH3:15]. Procedure details: To 4-hydroxy-3-nitrobenzoic acid (10 g) were added pyridine (12 ml) and acetic anhydride (55 ml), and the mixture was stirred at room temperature for 65 hours. The reaction solution was concentrated under reduced pressure, and thereto was added a 5% aqueous sodium hydrogen sulfate solution, and the mixture was extracted with ethyl acetate. The organic layer was washed with a saturated aqueous sodium chloride solution, dried over sodium sulfate, filtered and concentrated under reduced pressure to... Starting materials: BrC1=CC2=C(C=C1)C1(C(N(C3=CC=CC=C13)C(C1=CC=CC=C1)C1=CC=CC=C1)=O)CO2 (6-bromo-1′-(diphenylmethyl)spiro[1-benzofuran-3,3′-indol]-2′(1H)-one), C(C)[SiH](CC)CC (triethylsilane), FC(C(=O)O)(F)F (trifluoroacetic acid). Product: BrC1=CC2=C(C=C1)C1(C(NC3=CC=CC=C13)=O)CO2 (6-bromospiro[1-benzofuran-3,3′-indol]-2′(1′H)-one). Isolated yield 89.4%. RXN SMILES: [Br:1][C:2]1[CH:7]=[CH:6][C:5]2[C:8]3([CH2:31][O:32][C:4]=2[CH:3]=1)[C:16]1[C:11](=[CH:12][CH:13]=[CH:14][CH:15]=1)[N:10](C(C1C=CC=CC=1)C1C=CC=CC=1)[C:9]3=[O:30].C([SiH](CC)CC)C.FC(F)(F)C(O)=O>>[Br:1][C:2]1[CH:7]=[CH:6][C:5]2[C:8]3([CH2:31][O:32][C:4]=2[CH:3]=1)[C:16]1[C:11](=[CH:12][CH:13]=[CH:14][CH:15]=1)[NH:10][C:9]3=[O:30]. Procedure: A stirred solution of 6-bromo-1′-(diphenylmethyl)spiro[1-benzofuran-3,3′-indol]-2′(1H)-one (2.5 g, 5.2 mmol), triethylsilane (5.0 mL) and trifluoroacetic acid (15.0 mL) was refluxed for 14 h. The solution was concentrated in vacuo and precipitated from hexanes to afford 6-bromospiro[1-benzofuran-3,3′-indol]-2′(1′H)-one (1.47 g, 89%) as a colorless solid: MS (ES+) m/z 316.1 (M+1), 318.1 (M+1). The reactants are [Si](C1=CC=CC=C1)(C1=CC=CC=C1)(C(C)(C)C)OCC1=CC=2N=CN(C(C2S1)=O)C1=CC=C(C=C1)OCCN(C)C (6-(tert-butyldiphenylsilanyloxymethyl)-3-[4-(2-dimethylaminoethoxy)phenyl]-3H-thieno[3,2-d]pyrimidin-4-one), CCCC[N+](CCCC)(CCCC)CCCC.[F-] (tetra-N-butylammonium fluoride). Run in C1CCOC1 (THF). Reaction conditions: time 3 hour. The product is CN(CCOC1=CC=C(C=C1)N1C=NC2=C(C1=O)SC(=C2)CO)C (3-[4-(2-Dimethylaminoethoxy)phenyl]-6-hydroxymethyl-3H-thieno[3,2-d]pyrimidin-4-one). RXN SMILES: [Si]([O:18][CH2:19][C:20]1[S:28][C:27]2[C:26](=[O:29])[N:25]([C:30]3[CH:35]=[CH:34][C:33]([O:36][CH2:37][CH2:38][N:39]([CH3:41])[CH3:40])=[CH:32][CH:31]=3)[CH:24]=[N:23][C:22]=2[CH:21]=1)(C(C)(C)C)(C1C=CC=CC=1)C1C=CC=CC=1.CCCC[N+](CCCC)(CCCC)CCCC.[F-]>C1COCC1>[CH3:40][N:39]([CH3:41])[CH2:38][CH2:37][O:36][C:33]1[CH:34]=[CH:35][C:30]([N:25]2[C:26](=[O:29])[C:27]3[S:28][C:20]([CH2:19][OH:18])=[CH:21][C:22]=3[N:23]=[CH:24]2)=[CH:31][CH:32]=1 |f:1.2|. Procedure: A mixture of 6-(tert-butyldiphenylsilanyloxymethyl)-3-[4-(2-dimethylaminoethoxy)phenyl]-3H-thieno[3,2-d]pyrimidin-4-one (1.6 g), tetra-N-butylammonium fluoride (3.2 mL) in THF (23 mL) was stirred at room temperature for 3 h. The solvent was removed in vacuo. The crude product was purified by preparative HPLC. The product with the molecular weight of 345.42 (C17H19N3O3S) was obtained in this way; MS (ESI): 346 (M+H+).